Dataset: the Open Reaction Database (ORD), a public repository of structured organic reaction records. Task: describe an organic reaction: reactants, conditions, products, and yield Procedure details: In the manner described in Example 26, ethyl-2-oxo-4-(4-fluoro-phenyl)butyrate and L-alanyl-L-proline are condensed in the presence of sodium cyanoborohydride to yield N-[1-ethoxycarbonyl-3-(4-fluorophenyl)-propyl]-L-alanyl-L-proline. The mass spectrum shows a molecular ion at 394, and strong peaks at 376 (M-18, H2O) and 375 (M-19, F). The nmr spectrum is consistent with the proposed structure. Elemental analysis indicates a sesquihydrate. As a reaction SMILES: [CH2:1]([O:3][C:4](=[O:16])[C:5](=O)[CH2:6][CH2:7][C:8]1[CH:13]=[CH:12][C:11]([F:14])=[CH:10][CH:9]=1)[CH3:2].[NH2:17][C@H:18]([C:20]([N:22]1[CH2:29][CH2:28][CH2:27][C@H:23]1[C:24]([OH:26])=[O:25])=[O:21])[CH3:19].C([BH3-])#N.[Na+]>>[CH2:1]([O:3][C:4]([CH:5]([NH:17][C@H:18]([C:20]([N:22]1[CH2:29][CH2:28][CH2:27][C@H:23]1[C:24]([OH:26])=[O:25])=[O:21])[CH3:19])[CH2:6][CH2:7][C:8]1[CH:13]=[CH:12][C:11]([F:14])=[CH:10][CH:9]=1)=[O:16])[CH3:2] |f:2.3|. The product is C(C)OC(=O)C(CCC1=CC=C(C=C1)F)N[C@@H](C)C(=O)N1[C@H](C(=O)O)CCC1 (N-[1-ethoxycarbonyl-3-(4-fluorophenyl)-propyl]-L-alanyl-L-proline). The reactants are C(C)OC(C(CCC1=CC=C(C=C1)F)=O)=O (ethyl-2-oxo-4-(4-fluoro-phenyl)butyrate), N[C@@H](C)C(=O)N1[C@H](C(=O)O)CCC1 (L-alanyl-L-proline), C(#N)[BH3-].[Na+] (sodium cyanoborohydride). The reactants are CCO, FC(F)(F)C=C(Cl)C(F)(F)F, [H][H], [K+], [OH-]. Product: FC(F)(F)CCC(F)(F)F. Reaction SMILES: [CH3:16][CH2:17][OH:18].[F:1][C:2]([C:3](=[CH:4][C:5]([F:6])([F:7])[F:8])[Cl:9])([F:10])[F:11].[H:12][H:13].[K+:15].[OH-:14]>>[F:1][C:2]([CH2:3][CH2:4][C:5]([F:6])([F:7])[F:8])([F:10])[F:11]. Starting materials: CC(C)([O-])C.[K+] (potassium tert-butoxide), CC#N (CH3CN), BrC=1C=C(C=O)C=CC1 (3-bromobenzaldehyde). Run in [NH4+].[Cl-] (NH4Cl). Run at temperature -50 celsius, time 30 minute. Product: BrC=1C=C(C=CC1)C(CC#N)O (3-(3-bromophenyl)-3-hydroxypropanenitrile). RXN SMILES: CC(C)([O-])C.[K+].[CH3:7][C:8]#[N:9].[Br:10][C:11]1[CH:12]=[C:13]([CH:16]=[CH:17][CH:18]=1)[CH:14]=[O:15]>[NH4+].[Cl-]>[Br:10][C:11]1[CH:12]=[C:13]([CH:14]([OH:15])[CH2:7][C:8]#[N:9])[CH:16]=[CH:17][CH:18]=1 |f:0.1,4.5|. Procedure details: To a cold (−50° C.) stirred solution of potassium tert-butoxide (1M/THF, 703 mL, 703 mmol) under argon was added CH3CN (27.73 g, 675.6 mmol) via syringe over 5 min and the reaction mixture was stirred at −50° C. for 30 min. Then a solution of 3-bromobenzaldehyde (22) (100 g, 540.5 mmol) was added over 5 min. The reaction mixture was stirred for 30 min at −50° C. and allowed to warm to room temperature. Aqueous NH4Cl (25%, 250 mL) was added, the mixture was stirred and layers were separated. Orga... Reactants: ClC1=C(C=CC=C1)C1CC(=CC(C1)=O)S (5-(2-chlorophenyl)-3-mercapto-2-cyclohexen-1-one), ClCC(C)=O (chloroacetone), [O-]CC.[Na+] (sodium ethoxide). Run in C(C)O (ethanol), C(C)O (ethanol). Reaction conditions: time 5 hour. Product: ClC1=C(C=CC=C1)C1CC(=CC(C1)=O)SCC(C)=O (5-(2-chlorophenyl)-3-(2-oxopropylthio)-2-cyclohexen-1-one). The yield is 103.5%. RXN SMILES: [Cl:1][C:2]1[CH:7]=[CH:6][CH:5]=[CH:4][C:3]=1[CH:8]1[CH2:13][C:12](=[O:14])[CH:11]=[C:10]([SH:15])[CH2:9]1.Cl[CH2:17][C:18](=[O:20])[CH3:19].[O-]CC.[Na+]>C(O)C>[Cl:1][C:2]1[CH:7]=[CH:6][CH:5]=[CH:4][C:3]=1[CH:8]1[CH2:13][C:12](=[O:14])[CH:11]=[C:10]([S:15][CH2:17][C:18](=[O:20])[CH3:19])[CH2:9]1 |f:2.3|. Procedure details: To a solution of 5-(2-chlorophenyl)-3-mercapto-2-cyclohexen-1-one (1.8 g) and chloroacetone (0.7 g) in ethanol (20 ml) was added a solution of 20% sodium ethoxide in ethanol (0.48 g), and the mixture was stirred at room temperature for 5 hours. The reaction solution was concentrated under reduced pressure, and to the residue was ethyl acetate. The mixture was subjected to extraction, and the organic layer was washed with water and saturated brine, dried with magnesium sulfate and concentrated un... The reactants are [N+](=[N-])=C (diazomethane), C(C)(=O)N1C(N(C=C1)C(C)=O)=O (1,3-diacetyl-4-imidazolin-2-one), copper-I chloride. The solvent is CCOCC (ether), C(CCC)OCCCC (di-n-butyl ether). Product: crude product, C(C)(=O)N1C(N(C=C1)C(C)=O)=O (1,3-diacetyl-4-imidazolin-2-one), C(C)(=O)N1C2CC2N(C1=O)C(C)=O (2,4-diacetyl-2,4-diaza-bicyclo[3,1,0]hexan-3-one). Isolated yield 20.0%. Reaction SMILES: [N+](=[CH2:3])=[N-].[C:4]([N:7]1[CH:11]=[CH:10][N:9]([C:12](=[O:14])[CH3:13])[C:8]1=[O:15])(=[O:6])[CH3:5]>CCOCC.C(OCCCC)CCC>[C:12]([N:9]1[CH:10]=[CH:11][N:7]([C:4](=[O:6])[CH3:5])[C:8]1=[O:15])(=[O:14])[CH3:13].[C:12]([N:9]1[C:8](=[O:15])[N:7]([C:4](=[O:6])[CH3:5])[CH:11]2[CH:10]1[CH2:3]2)(=[O:14])[CH3:13]. Reported procedure: A solution of diazomethane in ether(prepared from 200 g of N-nitrosomethylurea) is introduced in portions over the course of 3 days into a solution of 25.0 g (0.15 mol) of 1,3-diacetyl-4-imidazolin-2-one and 5.0 g of copper-I chloride in 250 ml of di-n-butyl ether at 80°-90°. The solution is then filtered, the residue is repeatedly eluted with benzene and the combined filtrates are concentrated in vacuo. Chromatography of the crude product on silica gel gives 10.3 g of unconverted 1,3-diacetyl-4... Starting materials: C1CCOC1, C[O-], Cc1ncn(-c2c(F)cc([N+](=O)[O-])cc2F)n1, [Na+]. Yields the product COc1cc([N+](=O)[O-])cc(F)c1-n1cnc(C)n1. RXN SMILES: [CH2:21]1[O:22][CH2:23][CH2:24][CH2:25]1.[CH3:1][O-:2].[F:4][c:5]1[c:6](-[n:15]2[n:16][c:17]([CH3:20])[n:18][cH:19]2)[c:7]([F:14])[cH:8][c:9]([N+:11](=[O:12])[O-:13])[cH:10]1.[Na+:3]>>[CH3:1][O:2][c:7]1[c:6](-[n:15]2[n:16][c:17]([CH3:20])[n:18][cH:19]2)[c:5]([F:4])[cH:10][c:9]([N+:11](=[O:12])[O-:13])[cH:8]1. The reactants are ClCCl, Cc1ccc(SCl)cc1, COC(=O)c1cc[nH]c1. The product is COC(=O)c1c[nH]c(Sc2ccc(C)cc2)c1. RXN SMILES: [CH2:19]([Cl:20])[Cl:21].[c:10]1([CH3:18])[cH:11][cH:12][c:13]([S:16][Cl:17])[cH:14][cH:15]1.[nH:1]1[cH:2][c:3]([C:6](=[O:7])[O:8][CH3:9])[cH:4][cH:5]1>>[nH:1]1[cH:2][c:3]([C:6](=[O:7])[O:8][CH3:9])[cH:4][c:5]1[S:16][c:13]1[cH:12][cH:11][c:10]([CH3:18])[cH:15][cH:14]1.